Dataset: the Open Reaction Database (ORD), a public repository of structured organic reaction records. Task: describe an organic reaction: reactants, conditions, products, and yield The product is O=C(Nc1ccc(Oc2ccccc2)cc1)Nc1ccc2cn(CCNC3CCCC3)nc2c1. RXN SMILES: [C:36]([BH3-:37])#[N:38].[CH2:40]1[O:41][CH2:42][CH2:43][CH2:44]1.[CH3:45][CH2:46][O:47][C:48](=[O:49])[CH3:50].[CH:30]1([NH2:35])[CH2:31][CH2:32][CH2:33][CH2:34]1.[Na+:39].[O:1]=[CH:2][CH2:3][n:4]1[n:5][c:6]2[cH:7][c:8]([NH:13][C:14](=[O:15])[NH:16][c:17]3[cH:18][cH:19][c:20]([O:23][c:24]4[cH:25][cH:26][cH:27][cH:28][cH:29]4)[cH:21][cH:22]3)[cH:9][cH:10][c:11]2[cH:12]1>>[CH2:2]([CH2:3][n:4]1[n:5][c:6]2[cH:7][c:8]([NH:13][C:14](=[O:15])[NH:16][c:17]3[cH:18][cH:19][c:20]([O:23][c:24]4[cH:25][cH:26][cH:27][cH:28][cH:29]4)[cH:21][cH:22]3)[cH:9][cH:10][c:11]2[cH:12]1)[NH:35][CH:30]1[CH2:31][CH2:32][CH2:33][CH2:34]1. Reactants: [BH3-]C#N, C1CCOC1, CCOC(C)=O, NC1CCCC1, [Na+], O=CCn1cc2ccc(NC(=O)Nc3ccc(Oc4ccccc4)cc3)cc2n1. Starting materials: BrC1=CC=C(C=C1)O (4-bromophenol), CC(C)([O-])C.[K+] (potassium t-butoxide), C(C=C)Br (Allyl bromide). The solvent is [Cl-].[Na+].O (brine), CS(=O)C (DMSO). Run at time 20 minute. Product: C(C=C)OC1=CC=C(C=C1)Br (4-allyloxybromobenzene). Yield: 79.3%. As a reaction SMILES: [Br:1][C:2]1[CH:7]=[CH:6][C:5]([OH:8])=[CH:4][CH:3]=1.[CH3:9][C:10](C)([O-])[CH3:11].[K+].C(Br)C=C>CS(C)=O.[Cl-].[Na+].O>[CH2:11]([O:8][C:5]1[CH:6]=[CH:7][C:2]([Br:1])=[CH:3][CH:4]=1)[CH:10]=[CH2:9] |f:1.2,5.6.7|. Reported procedure: To a solution of 4-bromophenol (43.25 g, 250 mmol) in DMSO (500 mls) was added potassium t-butoxide (32.26 g, 287.5 mmol) and the mixture was stirred for 20 mins. Allyl bromide (36.29 g, 300 mmol) was then added dropwise and the reaction was stirred for 1 hr. It was then diluted with brine (2 liters) and extracted with ethylacetate (3×2 liters) The organics were combined, dried with MgSO4 and concentrated. The crude residue was distilled (b.p.=157° C. at 30 mm Hg) to afford 42.25 g (79%) of 4-al... Reactants: C1(CCCC2=CC=CC=C12)N (1,2,3,4-tetrahydronaphthalen-1-amine), FC1=C(C=CC(=C1)F)S(=O)(=O)C (2,4-difluoro-1-(methylsulfonyl)benzene), C(C)(C)N(CC)C(C)C (diisopropylethylamine). Solvent: CC#N (CH3CN). The product is FC=1C=CC(=C(C1)NC1CCCC2=CC=CC=C12)S(=O)(=O)C (N-(5-Fluoro-2-(methylsulfonyl)phenyl)-1,2,3,4-tetrahydronaphthalen-1-amine). Isolated yield 114.7%. Reaction SMILES: [CH:1]1([NH2:11])[C:10]2[C:5](=[CH:6][CH:7]=[CH:8][CH:9]=2)[CH2:4][CH2:3][CH2:2]1.F[C:13]1[CH:18]=[C:17]([F:19])[CH:16]=[CH:15][C:14]=1[S:20]([CH3:23])(=[O:22])=[O:21].C(N(C(C)C)CC)(C)C>CC#N>[F:19][C:17]1[CH:18]=[CH:13][C:14]([S:20]([CH3:23])(=[O:22])=[O:21])=[C:15]([NH:11][CH:1]2[C:10]3[C:5](=[CH:6][CH:7]=[CH:8][CH:9]=3)[CH2:4][CH2:3][CH2:2]2)[CH:16]=1. Procedure details: A solution of 1,2,3,4-tetrahydronaphthalen-1-amine (0.82 mL, 5.73 mmol), 2,4-difluoro-1-(methylsulfonyl)benzene (1.1 g, 5.73 mmol) and diisopropylethylamine (2.0 mL, 11.46 mmol) in CH3CN (15 mL) was stirred at 60° C. for 48 h. The solvent was concentrated in vacuo, the residue was taken up in dichloromethane and washed with water and brine, dried, and concentrated under reduced pressure to yield 2.1 g of a yellow oil. The residue was purified by PTLC (20% ethyl acetate in hexanes) to give 720 mg... As a reaction SMILES: Cl[C:2]1[CH:7]=[CH:6][CH:5]=[C:4](F)[C:3]=1[C:9]#[C:10][C:11]1[N:12]([C:21]2[CH:26]=[CH:25][C:24]([F:27])=[CH:23][CH:22]=2)[C:13]([C:16]([O:18][CH2:19][CH3:20])=[O:17])=[CH:14][N:15]=1.FC1C=CC(N2C(C(OCC)=O)=CN=C2I)=CC=1.C(C1C=CC=CC=1[C:54]([F:57])([F:56])[F:55])#C.C(NC(C)C)(C)C>Cl[Pd](Cl)([P](C1C=CC=CC=1)(C1C=CC=CC=1)C1C=CC=CC=1)[P](C1C=CC=CC=1)(C1C=CC=CC=1)C1C=CC=CC=1.[Cu]I.C1COCC1>[F:27][C:24]1[CH:23]=[CH:22][C:21]([N:12]2[C:13]([C:16]([O:18][CH2:19][CH3:20])=[O:17])=[CH:14][N:15]=[C:11]2[C:10]#[C:9][C:3]2[CH:4]=[CH:5][CH:6]=[CH:7][C:2]=2[C:54]([F:57])([F:56])[F:55])=[CH:26][CH:25]=1 |^1:67,86|. The reagents and catalysts are Cl[Pd]([P](C1=CC=CC=C1)(C2=CC=CC=C2)C3=CC=CC=C3)([P](C4=CC=CC=C4)(C5=CC=CC=C5)C6=CC=CC=C6)Cl (PdCl2(PPh3)2), [Cu]I (copper (I) iodide). Procedure details: Ethyl 1-(4-fluorophenyl)-2-((2-(trifluoromethyl)phenyl)ethynyl)-1H-imidazole-5-carboxylate (46) was prepared in a similar manner as that described for the synthesis of compound 42 using ethyl 1-(4-fluorophenyl)-2-iodo-1H-imidazole-5-carboxylate (38) (900 mg, 2.5 mmol), 1-ethynyl-2-(trifluoromethyl)benzene (0.42 mL, 3.0 mmol), PdCl2(PPh3)2 (88 mg, 0.13 mmol), copper (I) iodide (23 mg, 0.13 mmol), diisopropyl amine (7 mL), and THF (50 mL). Starting materials: ClC1=C(C(=CC=C1)F)C#CC=1N(C(=CN1)C(=O)OCC)C1=CC=C(C=C1)F (ethyl 2-((2-chloro-6-fluorophenyl)ethynyl)-1-(4-fluorophenyl)-1H-imidazole-5-carboxylate), FC1=CC=C(C=C1)N1C(=NC=C1C(=O)OCC)I (ethyl 1-(4-fluorophenyl)-2-iodo-1H-imidazole-5-carboxylate), C(#C)C1=C(C=CC=C1)C(F)(F)F (1-ethynyl-2-(trifluoromethyl)benzene), C(C)(C)NC(C)C (diisopropyl amine). Product: FC1=CC=C(C=C1)N1C(=NC=C1C(=O)OCC)C#CC1=C(C=CC=C1)C(F)(F)F (Ethyl 1-(4-fluorophenyl)-2-((2-(trifluoromethyl)phenyl)ethynyl)-1H-imidazole-5-carboxylate). Run in C1CCOC1 (THF). As a reaction SMILES: [OH:1][CH:2]1[CH:7]([C:8]2[CH:13]=[CH:12][C:11]([OH:14])=[CH:10][CH:9]=2)[CH2:6][CH2:5][N:4]([C:15]([O:17][C:18]([CH3:21])([CH3:20])[CH3:19])=[O:16])[CH2:3]1.Br[CH2:23][CH2:24][CH2:25][O:26][C:27]1[CH:32]=[CH:31][CH:30]=[CH:29][CH:28]=1>>[OH:1][CH:2]1[CH:7]([C:8]2[CH:9]=[CH:10][C:11]([O:14][CH2:23][CH2:24][CH2:25][O:26][C:27]3[CH:32]=[CH:31][CH:30]=[CH:29][CH:28]=3)=[CH:12][CH:13]=2)[CH2:6][CH2:5][N:4]([C:15]([O:17][C:18]([CH3:21])([CH3:20])[CH3:19])=[O:16])[CH2:3]1. The reactants are OC1CN(CCC1C1=CC=C(C=C1)O)C(=O)OC(C)(C)C (tert-butyl 3-hydroxy-4-(4-hydroxyphenyl)piperidine-1-carboxylate), BrCCCOC1=CC=CC=C1 ((3-bromopropoxy)benzene). Reported procedure: Analogously to Method I, 0.750 g of tert-butyl 3-hydroxy-4-(4-hydroxyphenyl)piperidine-1-carboxylate and 0.692 g of (3-bromopropoxy)benzene are reacted. The title compound is obtained as a slightly yellowish oil. Rf=0.24 (1:2 EtOAc-heptane); Rt=5.13. Product: OC1CN(CCC1C1=CC=C(C=C1)OCCCOC1=CC=CC=C1)C(=O)OC(C)(C)C (tert-Butyl 3-hydroxy-4-[4-(3-phenoxypropoxy)phenyl]piperidine-1-carboxylate). Reactants: B(F)(F)F.CCOCC (boron trifluoride etherate), C(C)(=O)O[C@H]1[C@@H](OC(C)=O)[C@@H](OC(C)=O)[C@H](OC(C)=O)[C@H](O1)CO (1,2,3,4-tetra-O-acetyl-β-D-mannopyranose), [N+](=[N-])=C (diazomethane). The solvent is ClCCl (dichloromethane), ClCCl (dichloromethane). Run at time 2 hour. The product is C(C)(=O)O[C@H]1[C@@H](OC(C)=O)[C@@H](OC(C)=O)[C@H](OC(C)=O)[C@H](O1)COC (1,2,3,4-Tetra-O-acetyl-6-O-methyl-β-D-mannopyranose). As a reaction SMILES: [C:1]([O:4][C@@H:5]1[O:22][C@H:21]([CH2:23][OH:24])[C@@H:16]([O:17][C:18](=[O:20])[CH3:19])[C@H:11]([O:12][C:13](=[O:15])[CH3:14])[C@@H:6]1[O:7][C:8](=[O:10])[CH3:9])(=[O:3])[CH3:2].[N+](=[CH2:27])=[N-].B(F)(F)F.CCOCC>ClCCl>[C:1]([O:4][C@@H:5]1[O:22][C@H:21]([CH2:23][O:24][CH3:27])[C@@H:16]([O:17][C:18](=[O:20])[CH3:19])[C@H:11]([O:12][C:13](=[O:15])[CH3:14])[C@@H:6]1[O:7][C:8](=[O:10])[CH3:9])(=[O:3])[CH3:2] |f:2.3|. Procedure: A solution of 1,2,3,4-tetra-O-acetyl-β-D-mannopyranose (2.94 g) in dichloromethane (30 ml) at 0° C. is reacted with excess diazomethane in dichloromethane containing boron trifluoride etherate (0.12 ml). After 2 hours, the reaction mixture is filtered and excess diazomethane is destroyed with glacial acetic acid. The filtrate is washed successively with aqueous sodium hydrogencarbonate and water, dried, and evaporated in vacuo to a syrup (3.0 g). A portion of the product is crystallized from eth... Reported procedure: 1-(t-Butoxycarbonyl)4-(1-(6-chloronaphth-2-ylsulphonyl)piperazin-4-ylcarbonyl)piperidine (28 g) was added in portions with stirring to trifluoroacetic acid (100 ml). The mixture was stirred for one hour. The trifluoroacetic acid was removed by evaporation. Aqueous 2M sodium hydroxide solution (150 ml) was added to the residue and the mixture extracted with dichloromethane (500 ml). The dichloromethane extract was washed with aqueous 2M sodium hydroxide solution (2×50 ml), water (2×100 ml), dried... Yields the product ClC=1C=C2C=CC(=CC2=CC1)S(=O)(=O)N1CCN(CC1)C(=O)C1CCNCC1 (4-(1-(6-chloronaphth-2-ylsulphonyl)piperazin-4-ylcarbonyl)piperidine). As a reaction SMILES: C(OC([N:8]1[CH2:13][CH2:12][CH:11]([C:14]([N:16]2[CH2:21][CH2:20][N:19]([S:22]([C:25]3[CH:34]=[CH:33][C:32]4[C:27](=[CH:28][CH:29]=[C:30]([Cl:35])[CH:31]=4)[CH:26]=3)(=[O:24])=[O:23])[CH2:18][CH2:17]2)=[O:15])[CH2:10][CH2:9]1)=O)(C)(C)C>FC(F)(F)C(O)=O>[Cl:35][C:30]1[CH:31]=[C:32]2[C:27](=[CH:28][CH:29]=1)[CH:26]=[C:25]([S:22]([N:19]1[CH2:18][CH2:17][N:16]([C:14]([CH:11]3[CH2:12][CH2:13][NH:8][CH2:9][CH2:10]3)=[O:15])[CH2:21][CH2:20]1)(=[O:23])=[O:24])[CH:34]=[CH:33]2. Solvent: FC(C(=O)O)(F)F (trifluoroacetic acid). Reaction conditions: time 1 hour. Starting materials: C(C)(C)(C)OC(=O)N1CCC(CC1)C(=O)N1CCN(CC1)S(=O)(=O)C1=CC2=CC=C(C=C2C=C1)Cl (1-(t-Butoxycarbonyl)4-(1-(6-chloronaphth-2-ylsulphonyl)piperazin-4-ylcarbonyl)piperidine). Yield: 89.7%. Starting materials: C1CCOC1, CCC(O[Si](CC)(CC)CC)C(C)C=CCC(C)COCc1ccccc1, CCOC(C)=O, [Cl-], [Li], [NH4+]. Yields the product CCC(O[Si](CC)(CC)CC)C(C)C=CCC(C)CO. As a reaction SMILES: [CH2:2]1[O:3][CH2:4][CH2:5][CH2:6]1.[CH2:7]([c:8]1[cH:9][cH:10][cH:11][cH:12][cH:13]1)[O:14][CH2:15][CH:16]([CH2:17][CH:18]=[CH:19][CH:20]([CH:21]([CH2:22][CH3:23])[O:24][Si:25]([CH2:26][CH3:27])([CH2:28][CH3:29])[CH2:30][CH3:31])[CH3:32])[CH3:33].[CH3:36][CH2:37][O:38][C:39](=[O:40])[CH3:41].[Cl-:34].[Li:1].[NH4+:35]>>[OH:14][CH2:15][CH:16]([CH2:17][CH:18]=[CH:19][CH:20]([CH:21]([CH2:22][CH3:23])[O:24][Si:25]([CH2:26][CH3:27])([CH2:28][CH3:29])[CH2:30][CH3:31])[CH3:32])[CH3:33]. Starting materials: N=C1NC(C2=C(C(=C(C(=C12)Cl)Cl)Cl)Cl)=N (1,3-diimino-4,5,6,7-tetrachloro-isoindoline), S(=O)(=O)([O-])[O-].O[NH3+].O[NH3+] (hydroxyl-ammonium sulphate). The solvent is CN(C=O)C (dimethylformamide). Yields the product N(O)=C1NC(C2=C(C(=C(C(=C12)Cl)Cl)Cl)Cl)=N (1-oximino-3-imino-4,5,6,7-tetrachloroisoindoline). As a reaction SMILES: [NH:1]=[C:2]1[C:10]2[C:5](=[C:6]([Cl:14])[C:7]([Cl:13])=[C:8]([Cl:12])[C:9]=2[Cl:11])[C:4](=[NH:15])[NH:3]1.S([O-])([O-])(=O)=[O:17].O[NH3+].O[NH3+]>CN(C)C=O>[N:15](=[C:4]1[C:5]2[C:10](=[C:9]([Cl:11])[C:8]([Cl:12])=[C:7]([Cl:13])[C:6]=2[Cl:14])[C:2](=[NH:1])[NH:3]1)[OH:17] |f:1.2.3|. Procedure details: 28.3 Parts, 1,3-diimino-4,5,6,7-tetrachloro-isoindoline and 8.5 parts hydroxyl-ammonium sulphate are stirred in 150 parts dimethylformamide for 1 hour at 80°. After cooling the product can be filtered and washed with dimethylformamide and water to obtain pure 1-oximino-3-imino-4,5,6,7-tetrachloroisoindoline in the form of colourless crystalls which up to 300° only darken but do not melt. The reactants are IC (iodomethane), [C-]#N.[Na+] (sodium cyanide), BrCC1=CC(=CC=C1)C#N (α-bromo-m-tolunitrile). Reagents/catalysts: [Br-].C(CCC)[N+](CCCC)(CCCC)CCCC (tetrabutylammonium bromide). Solvent: O (water), ClCCl (dichloromethane). Conditions: time 24 hour. The product is C(#N)C=1C=C(CC#N)C=CC1 (3-Cyanobenzylcyanide). The yield is 102.0%. As a reaction SMILES: [C-:1]#[N:2].[Na+].Br[CH2:5][C:6]1[CH:11]=[CH:10][CH:9]=[C:8]([C:12]#[N:13])[CH:7]=1.IC>[Br-].C([N+](CCCC)(CCCC)CCCC)CCC.O.ClCCl>[C:12]([C:8]1[CH:7]=[C:6]([CH:11]=[CH:10][CH:9]=1)[CH2:5][C:1]#[N:2])#[N:13] |f:0.1,4.5|. Procedure: To a solution of 9.8 g (200 mmole) of sodium cyanide and 1.61 g (5 mmole) of tetrabutylammonium bromide in 50 ml of water was added a solution of 19.61 g (100 mmole) of α-bromo-m-tolunitrile in 150 ml of dichloromethane. The mixture was stirred at room temperature for 24 hours. To this mixture was added 6.2 ml (100 mmole) of iodomethane. The mixture was stirred at room temperature for 3 hours. The layers were separated and the organic layer was dried over magnesium sulfate and was filtered. The ...